This data is from the Open Reaction Database (ORD), a public repository of structured organic reaction records. The task is: describe an organic reaction: reactants, conditions, products, and yield Starting materials: FC1=C(C=C(C=O)C=C1)OC (4-Fluoro-3-methoxy-benzaldehyde), C(CC(=O)O)(=O)O (malonic acid), Cl (HCl). The solvent is N1=CC=CC=C1 (pyridine), N1CCCCC1 (piperidine). Reaction conditions: temperature 120 celsius. Product: FC1=C(C=C(C=C1)C=CC(=O)O)OC (3-(4-Fluoro-3-methoxy-phenyl)-acrylic acid). Isolated yield 96.9%. As a reaction SMILES: [F:1][C:2]1[CH:9]=[CH:8][C:5]([CH:6]=O)=[CH:4][C:3]=1[O:10][CH3:11].C(O)(=O)[CH2:13][C:14]([OH:16])=[O:15].Cl>N1C=CC=CC=1.N1CCCCC1>[F:1][C:2]1[CH:9]=[CH:8][C:5]([CH:6]=[CH:13][C:14]([OH:16])=[O:15])=[CH:4][C:3]=1[O:10][CH3:11]. Procedure: A mixture of 4-Fluoro-3-methoxy-benzaldehyde (6.16 g, 40 mmol), and malonic acid (6.24 g, 60 mmol) in pyridine (30 ml) and piperidine (1 ml) was heated at 120° C. for 2 hrs. The mixture was cooled to room temperature and neutralized with concentrated HCl to PH<3, the white solid was collected and dried to give 7.6 g of product (97% yield). LC-MS: m/e 195 (M−1) Starting materials: NC=1C=CC=C2C1C(=O)NC2=O (6-aminophthalimide), CS(=O)(=O)O (methanesulfonic acid), C(=O)(C(F)(F)F)O (TFA), 6-amino lactam. The reagents and catalysts are [Pd] (Pd/C). Yields the product NC=1C=C2CNC(C2=CC1)=O (5-amino-2,3-dihydro-isoindol-1-one). Reaction SMILES: [NH2:1][C:2]1[CH:3]=[CH:4]C=[C:6]2[C:11](=O)[NH:10]C(=O)[C:7]=12.CS(O)(=O)=O.[C:18](O)([C:20](F)(F)F)=[O:19]>[Pd]>[NH2:1][C:2]1[CH:7]=[C:6]2[C:20](=[CH:4][CH:3]=1)[C:18](=[O:19])[NH:10][CH2:11]2. Reported procedure: A solution of 16.2 g (100 mmol) of 6-aminophthalimide, 9.6 g (100 mmol) of methanesulfonic acid, and 4.0 g of 10% Pd/C in 140 mL of TFA was hydrogenated overnight at 50 psi. The catalyst was filtered off and and the filtrate concentrated on a rotary evaporator. The residue was diluted with 70 mL of ice water, adjusted to pH 8 with K2CO3, and chilled in an ice bath. The resulting solid was filtered to give 6.7 g of a 5:4 ratio of 5-amino:6-amino lactam isomers. Recrystallization from hot ethanol/... The reactants are C1(=CC=CC=C1)[C@@H](C)NC(=O)N1[C@@H]([C@@H](C1=O)SC1=CC(=CC=C1)[N+](=O)[O-])C(=O)OCC ((2R,3S)-ethyl 1-(((R)-1-phenylethyl)carbamoyl)-3-(3-nitrophenylthio)-4-oxoazetidine-2-carboxylate), O.[Sn](Cl)(Cl)(Cl)Cl (tin chloride monohydrate). Solvent: C(C)(=O)OCC (ethyl acetate). Run at temperature 50 celsius. Product: C1(=CC=CC=C1)[C@@H](C)NC(=O)N1[C@@H]([C@@H](C1=O)SC1=CC(=CC=C1)N)C(=O)OCC ((2R,3S)-ethyl 1-(((R)-1-phenylethyl)carbamoyl)-3-(3-aminophenylthio)-4-oxoazetidine-2-carboxylate). Yield: 63.6%. RXN SMILES: [C:1]1([C@H:7]([NH:9][C:10]([N:12]2[C:15](=[O:16])[C@@H:14]([S:17][C:18]3[CH:23]=[CH:22][CH:21]=[C:20]([N+:24]([O-])=O)[CH:19]=3)[C@H:13]2[C:27]([O:29][CH2:30][CH3:31])=[O:28])=[O:11])[CH3:8])[CH:6]=[CH:5][CH:4]=[CH:3][CH:2]=1.O.[Sn](Cl)(Cl)(Cl)Cl>C(OCC)(=O)C>[C:1]1([C@H:7]([NH:9][C:10]([N:12]2[C:15](=[O:16])[C@@H:14]([S:17][C:18]3[CH:23]=[CH:22][CH:21]=[C:20]([NH2:24])[CH:19]=3)[C@H:13]2[C:27]([O:29][CH2:30][CH3:31])=[O:28])=[O:11])[CH3:8])[CH:2]=[CH:3][CH:4]=[CH:5][CH:6]=1 |f:1.2|. Procedure: To a solution of 85b (17 mg, 38 umol) in ethyl acetate (1 mL) at room temperature was added tin chloride monohydrate (2.5 eq.) and the solution was heated to 50° C. After 1 h the solution was concentrated in vacuo. The residue was purified by column chromatography using a gradient of hexane/ethyl acetate 20-100% as eluent to yield 87 (10 mg, 63%). Product MS: 414.1 (M+1).